From a dataset of the Open Reaction Database (ORD), a public repository of structured organic reaction records. describe an organic reaction: reactants, conditions, products, and yield Reactants: ClCCl, C(=NC1CCCCC1)=NC1CCCCC1, CCCCCCCOc1ccc(C(=O)O)cc1F, CCCCCCC(C)C(=O)c1ccc(O)cc1F. Product: CCCCCCCOc1ccc(C(=O)O)c(-c2ccc(C(=O)C(C)CCCCCC)c(F)c2)c1F. RXN SMILES: [CH2:52]([Cl:53])[Cl:54].[CH:37]1([N:38]=[C:39]=[N:40][CH:41]2[CH2:42][CH2:43][CH2:44][CH2:45][CH2:46]2)[CH2:47][CH2:48][CH2:49][CH2:50][CH2:51]1.[F:19][c:20]1[cH:21][c:22]([C:23](=[O:24])[OH:25])[cH:26][cH:27][c:28]1[O:29][CH2:30][CH2:31][CH2:32][CH2:33][CH2:34][CH2:35][CH3:36].[F:1][c:2]1[cH:3][c:4]([OH:18])[cH:5][cH:6][c:7]1[C:8]([CH:9]([CH2:10][CH2:11][CH2:12][CH2:13][CH2:14][CH3:15])[CH3:16])=[O:17]>>[F:1][c:2]1[cH:3][c:4](-[c:21]2[c:20]([F:19])[c:28]([O:29][CH2:30][CH2:31][CH2:32][CH2:33][CH2:34][CH2:35][CH3:36])[cH:27][cH:26][c:22]2[C:23](=[O:24])[OH:25])[cH:5][cH:6][c:7]1[C:8]([CH:9]([CH2:10][CH2:11][CH2:12][CH2:13][CH2:14][CH3:15])[CH3:16])=[O:17]. The reactants are ClCCCOC=1C=2C=CNC2C=CC1 (1-chloro-3-(1H-indole-4-oxy)propane), C1=C(C=CC2=CC=CC=C12)C1CCNCC1 (4-(2-naphthyl)-piperidine), C(C(=O)O)(=O)O (oxalic acid). The solvent is C(C)(=O)OCC (ethyl acetate), C(C)(=O)OCC (ethyl acetate). The product is C(C(=O)O)(=O)O.N1C=CC2=C(C=CC=C12)OCCCN1CCC(CC1)(C1=CC2=CC=CC=C2C=C1)O (1-(4-indolyloxy)-3-[4-hydroxy-4-(2-naphthyl)-piperidin-1-yl]propane ethanedioate). As a reaction SMILES: Cl[CH2:2][CH2:3][CH2:4][O:5][C:6]1[C:7]2[CH:8]=[CH:9][NH:10][C:11]=2[CH:12]=[CH:13][CH:14]=1.[CH:15]1[C:24]2[C:19](=[CH:20][CH:21]=[CH:22][CH:23]=2)[CH:18]=[CH:17][C:16]=1[CH:25]1[CH2:30][CH2:29][NH:28][CH2:27][CH2:26]1.[C:31]([OH:36])(=[O:35])[C:32]([OH:34])=[O:33]>C(OCC)(=O)C>[C:31]([OH:36])(=[O:35])[C:32]([OH:34])=[O:33].[NH:10]1[C:11]2[C:7](=[C:6]([O:5][CH2:4][CH2:3][CH2:2][N:28]3[CH2:29][CH2:30][C:25]([OH:33])([C:16]4[CH:17]=[CH:18][C:19]5[C:24](=[CH:23][CH:22]=[CH:21][CH:20]=5)[CH:15]=4)[CH2:26][CH2:27]3)[CH:14]=[CH:13][CH:12]=2)[CH:8]=[CH:9]1 |f:4.5|. Procedure: The title compound was prepared in similar fashion from 1-chloro-3-(1H-indole-4-oxy)propane and 4-(2-naphthyl)-piperidine. The resulting free base was dissolved in ethyl acetate, and precipitated with one equivalent of oxalic acid in ethyl acetate in 24% overall yield as a foam. FDMS m/e=400 (M+ of free base). Reactants: C([C@@H](O)CC(=O)[O-])(=O)O.[Ca+2].C([C@@H](O)CC(=O)[O-])(=O)O (calcium hydrogen L-malate), S(O)(O)(=O)=O (sulfuric acid), [OH-].[K+] (potassium hydroxide), C([C@@H](O)CC(=O)O)(=O)O (L-malic acid). Run in O (water). Run at temperature 10 celsius, time 2 hour. The product is O.C([C@@H](O)CC(=O)O)(=O)[O-].[K+] (monopotassium L-malate monohydrate). Isolated yield 140.5%. Reaction SMILES: C(O)(=O)[C@H](CC([O-])=O)[OH:3].[Ca+2].[C:11]([OH:19])(=[O:18])[C@H:12]([CH2:14][C:15]([O-:17])=[O:16])[OH:13].S(=O)(=O)(O)O.[OH-].[K+:26].C(O)(=O)[C@H](CC(O)=O)O>O>[OH2:3].[C:11]([O-:19])(=[O:18])[C@H:12]([CH2:14][C:15]([OH:17])=[O:16])[OH:13].[K+:26] |f:0.1.2,4.5,8.9.10|. Procedure: 207.2 g (0.5 mole) of calcium hydrogen L-malate 6 hydrate (C8H10O10.Ca.6H2O) are suspended in 300 ml of water, and 55 ml of 60% (by weight) sulfuric acid are added thereto. The precipitates of calcium sulfate are removed by filtration. The filtrate is passed through a column of about 100 ml of a cation exchange resin [manufactured by Rohm & Haas Co. under the trade name "Amberlite IR-120 (H+ type)] and then a column of about 30 ml of an anion exchange resin [manufactured by Rohm & Haas Co. under... The reactants are NC1=C(C=CC(=C1)OC)NC(C1=CN=C(C=C1)Cl)=O (N-(2-Amino-4-methoxyphenyl)-6-chloronicotinamide), C(CN)N (ethylenediamine). Product: NC1=C(C=CC(=C1)OC)NC(C1=CN=C(C=C1)NCCN)=O (N-(2-amino-4-methoxyphenyl)-6-(2-aminoethylamino)nicotinamide). Yield: 48.0%. RXN SMILES: [NH2:1][C:2]1[CH:7]=[C:6]([O:8][CH3:9])[CH:5]=[CH:4][C:3]=1[NH:10][C:11](=[O:19])[C:12]1[CH:17]=[CH:16][C:15](Cl)=[N:14][CH:13]=1.[CH2:20]([NH2:23])[CH2:21][NH2:22]>>[NH2:1][C:2]1[CH:7]=[C:6]([O:8][CH3:9])[CH:5]=[CH:4][C:3]=1[NH:10][C:11](=[O:19])[C:12]1[CH:17]=[CH:16][C:15]([NH:22][CH2:21][CH2:20][NH2:23])=[N:14][CH:13]=1. Procedure: N-(2-Amino-4-methoxyphenyl)-6-chloronicotinamide (277 mg, 1 mmol) and 5 ml of ethylenediamine were heated to 80° C. for 3 hours. The excess ethylenediamine was removed under vacuum. To the residue was added 5 ml of 0.20 M NaOH. The mixture was extracted with 100 ml of ethyl acetate. The ethyl acetate was removed under vacuum to give the title compound (144 mg, 48% yield) as a brown solid. LC-MS (m/z) 302 (M+1). Reactants: C1CCC2=NCCCN2CC1 (DBU), [Mg+2].[Cl-].[Cl-] (MgCl2). Run in CO (methanol). Product: C1CCC2=NCCCN2CC1.[Mg+2].[Cl-].[Cl-] (DBU MgCl2). Isolated yield 72.7%. RXN SMILES: [CH2:1]1[CH2:11][CH2:10][N:9]2[C:4](=[N:5][CH2:6][CH2:7][CH2:8]2)[CH2:3][CH2:2]1.[Mg+2:12].[Cl-:13].[Cl-]>CO>[CH2:1]1[CH2:11][CH2:10][N:9]2[C:4](=[N:5][CH2:6][CH2:7][CH2:8]2)[CH2:3][CH2:2]1.[Mg+2:12].[Cl-:13].[Cl-:13] |f:1.2.3,5.6.7.8|. Reported procedure: 152.2 g (1.0 mole) of DBU and 47.6 g (0.5 moles) of anhydrous MgCl2 were refluxed in 300 g of methanol with heating for 8 hours, and then cooled. The deposited crystals were recovered therefrom by filtration, washed with acetone and dried, whereby 145.2 g of DBU/MgCl2 complex compound was obtained (yield: 72.7%).